This data is from the Open Reaction Database (ORD), a public repository of structured organic reaction records. The task is: describe an organic reaction: reactants, conditions, products, and yield The reactants are Cl (hydrochloric acid), C(C)OC(=O)C1=C(NC=C1C)CCNCCN(CC)CC (2-[2-(2-diethylamino-ethylamino)-ethyl]-4-methyl-1H-pyrrole-3-carboxylic acid ethyl ester), C[Al](C)C (trimethyl aluminum), [OH-].[Na+] (sodium hydroxide). Run in O (water), C1(=CC=CC=C1)C (toluene), C1(=CC=CC=C1)C (toluene). Conditions: time 1 hour. Yields the product C(C)N(CCN1C(C2=C(CC1)NC=C2C)=O)CC (5-(2-diethylamino-ethyl)-3-methyl-1,5,6,7-tetrahydro-pyrrolo[3,2-c]pyridine-4-one). Isolated yield 97.1%. RXN SMILES: C([O:3][C:4]([C:6]1[C:10]([CH3:11])=[CH:9][NH:8][C:7]=1[CH2:12][CH2:13][NH:14][CH2:15][CH2:16][N:17]([CH2:20][CH3:21])[CH2:18][CH3:19])=O)C.C[Al](C)C.Cl.[OH-].[Na+]>C1(C)C=CC=CC=1.O>[CH2:18]([N:17]([CH2:20][CH3:21])[CH2:16][CH2:15][N:14]1[CH2:13][CH2:12][C:7]2[NH:8][CH:9]=[C:10]([CH3:11])[C:6]=2[C:4]1=[O:3])[CH3:19] |f:3.4|. Procedure: A stirred solution of 2-[2-(2-diethylamino-ethylamino)-ethyl]-4-methyl-1H-pyrrole-3-carboxylic acid ethyl ester (295 mg, 1 mmol) in 5 ml of toluene was added dropwise slowly with 2 M trimethyl aluminum in toluene (1 ml, 2 mmol) under an argon atmosphere. The mixture was stirred for 1 hour at room temperature and heated to reflux for another 4 hours. The reaction mixture was cooled down to 0° C., added with 1N hydrochloric acid (3 ml) and cold water (10 ml), and stirred for 5 minutes. The mixture... Starting materials: O (Water), O[C@H]1[C@@H]([C@H]([C@H](C1)O)C\C=C/CCCC(=O)O)\C=C\[C@H](COC1=CC(=CC=C1)C(F)(F)F)O ((Z)-7-((1R,2R,3R,5S)-3,5-dihydroxy-2-((R,E)-3-hydroxy-4-(3-(trifluoromethyl)phenoxy)but-1-en-1-yl)cyclopentyl)hept-5-enoic acid), C(=O)([O-])[O-].[K+].[K+] (K2CO3), IC(C)C (2-iodopropane). The solvent is C(C)(=O)OCC (ethyl acetate), CN(C)C=O (DMF). Run at temperature 80 celsius, time 2 hour. Yields the product O[C@H]1[C@@H]([C@H]([C@H](C1)O)C\C=C/CCCC(=O)OC(C)C)\C=C\[C@H](COC1=CC(=CC=C1)C(F)(F)F)O ((Z)-isopropyl 7-((1R,2R,3R,5S)-3,5-dihydroxy-2-((R,E)-3-hydroxy-4-(3-(trifluoromethyl)phenoxy)but-1-en-1-yl)cyclopentyl)hept-5-enoate). Isolated yield 83.3%. RXN SMILES: [OH:1][C@@H:2]1[CH2:6][C@H:5]([OH:7])[C@H:4]([CH2:8]/[CH:9]=[CH:10]\[CH2:11][CH2:12][CH2:13][C:14]([OH:16])=[O:15])[C@H:3]1/[CH:17]=[CH:18]/[C@@H:19]([OH:32])[CH2:20][O:21][C:22]1[CH:27]=[CH:26][CH:25]=[C:24]([C:28]([F:31])([F:30])[F:29])[CH:23]=1.C([O-])([O-])=O.[K+].[K+].I[CH:40]([CH3:42])[CH3:41].O>CN(C=O)C.C(OCC)(=O)C>[OH:1][C@@H:2]1[CH2:6][C@H:5]([OH:7])[C@H:4]([CH2:8]/[CH:9]=[CH:10]\[CH2:11][CH2:12][CH2:13][C:14]([O:16][CH:40]([CH3:42])[CH3:41])=[O:15])[C@H:3]1/[CH:17]=[CH:18]/[C@@H:19]([OH:32])[CH2:20][O:21][C:22]1[CH:27]=[CH:26][CH:25]=[C:24]([C:28]([F:29])([F:30])[F:31])[CH:23]=1 |f:1.2.3|. Procedure details: A solution of crude Travoprost acid (1.1 g from Example 9) in DMF (11 mL) was treated with K2CO3 (0.90 g, 6.5 mmol) and 2-iodopropane (0.74 g, 4.4 mmol). This mixture was then stirred at 80° C. for 2 hr under an atmosphere of nitrogen (TLC monitoring). Water (30 mL) and ethyl acetate (30 mL) were added and the mixture was stirred for 10 min. The aqueous layer was separated and extracted with ethyl acetate (30 mL), and the combined organic layer was dried over magnesium sulfate and concentrated u... Starting materials: C(=O)NC=1SC=C(N1)C(C(=O)NC1[C@@H]2N(C(=CCS2)C(=O)OC(COCC)COCC)C1=O)=NOC (2-ethoxy-1-ethoxymethylethyl 7-[2-(2-formamidothiazol-4-yl)-2-methoxyiminoacetamido]-3-cephem-4-carboxylate), C([O-])(O)=O.[Na+] (sodium bicarbonate), Cl (hydrochloric acid), resultant mixture, ice water. Run in CO (methanol). Run at time 3 hour. Product: NC=1SC=C(N1)C(C(=O)NC1[C@@H]2N(C(=CCS2)C(=O)OC(COCC)COCC)C1=O)=NOC (2-ethoxy-1-ethoxymethylethyl 7-[2-(2-aminothiazol-4-yl]-2-methoxyiminoacetamido]-3-cephem-4-carboxylate). Yield: 65.5%. As a reaction SMILES: C([NH:3][C:4]1[S:5][CH:6]=[C:7]([C:9](=[N:34][O:35][CH3:36])[C:10]([NH:12][CH:13]2[C:32](=[O:33])[N:15]3[C:16]([C:20]([O:22][CH:23]([CH2:28][O:29][CH2:30][CH3:31])[CH2:24][O:25][CH2:26][CH3:27])=[O:21])=[CH:17][CH2:18][S:19][C@H:14]23)=[O:11])[N:8]=1)=O.Cl.C(=O)(O)[O-].[Na+]>CO>[NH2:3][C:4]1[S:5][CH:6]=[C:7]([C:9](=[N:34][O:35][CH3:36])[C:10]([NH:12][CH:13]2[C:32](=[O:33])[N:15]3[C:16]([C:20]([O:22][CH:23]([CH2:28][O:29][CH2:30][CH3:31])[CH2:24][O:25][CH2:26][CH3:27])=[O:21])=[CH:17][CH2:18][S:19][C@H:14]23)=[O:11])[N:8]=1 |f:2.3|. Procedure details: To a stirred solution of 2-ethoxy-1-ethoxymethylethyl 7-[2-(2-formamidothiazol-4-yl)-2-methoxyiminoacetamido]-3-cephem-4-carboxylate (syn isomer, 2.85 g) in methanol (57 ml) was slowly added conc. hydrochloric acid (1.13 ml) at room temperature, and stirred at room temperature for 3 hours. The resultant mixture was poured into ice water (280 ml), adjusted to pH 7 to 8 with an aqueous solution of sodium bicarbonate, and then extracted with ethyl acetate (150 ml). The extract was washed with a sat... Reactants: CCOC(=O)OCC, CC(=O)[O-], CC(=O)[O-], C=Cc1ccccc1, CCCCN(CCCC)CCCC, COc1ccccc1C(=O)Cl, [Pd+2]. Product: COc1ccccc1C=Cc1ccccc1. RXN SMILES: [C:33](=[O:34])([O:35][CH2:36][CH3:37])[O:38][CH2:39][CH3:40].[C:41]([O-:42])(=[O:43])[CH3:44].[C:46]([O-:47])(=[O:48])[CH3:49].[CH2:12]=[CH:13][c:14]1[cH:15][cH:16][cH:17][cH:18][cH:19]1.[CH2:20]([N:21]([CH2:22][CH2:23][CH2:24][CH3:25])[CH2:26][CH2:27][CH2:28][CH3:29])[CH2:30][CH2:31][CH3:32].[CH3:1][O:2][c:3]1[c:4]([C:5]([Cl:6])=[O:7])[cH:8][cH:9][cH:10][cH:11]1.[Pd+2:45]>>[CH3:1][O:2][c:3]1[c:4]([CH:5]=[CH:13][c:14]2[cH:15][cH:16][cH:17][cH:18][cH:19]2)[cH:8][cH:9][cH:10][cH:11]1. Starting materials: NC=1N(C(C2(N1)CC(OC1=CC=C(C=C12)Br)C1=CC=CC=C1)=O)CC1=CC=CC=C1 (2′-amino-1′-benzyl-6-bromo-2-phenylspiro[chroman-4,4′-imidazol]-5′(1′H)-one), C(=O)([O-])[O-].[Cs+].[Cs+] (Cs2CO3), C(#N)C=1C=C(C=CC1)B(O)O (3-cyanophenylboronic acid), PdCl2dppf. Run in O1CCOCC1 (1,4-dioxane). Conditions: temperature 130 celsius. The product is NC=1N(C([C@@]2(N1)C[C@@H](OC1=CC=C(C=C12)C=1C=C(C#N)C=CC1)C1=CC=CC=C1)=O)CC1=CC=CC=C1 (3-((2R,4R)-2′-amino-1′-benzyl-5′-oxo-2-phenyl-1′,5′-dihydrospiro[chroman-4,4′-imidazole]-6-yl)benzonitrile), NC=1N(C([C@@]2(N1)C[C@H](OC1=CC=C(C=C12)C=1C=C(C#N)C=CC1)C1=CC=CC=C1)=O)CC1=CC=CC=C1 (3-((2S,4R)-2′-amino-1′-benzyl-5′-oxo-2-phenyl-1′,5′-dihydrospiro[chroman-4,4′-imidazole]-6-yl)benzonitrile). Isolated yield 4.8%. RXN SMILES: [NH2:1][C:2]1[N:3]([CH2:24][C:25]2[CH:30]=[CH:29][CH:28]=[CH:27][CH:26]=2)[C:4](=[O:23])[C:5]2([C:15]3[C:10](=[CH:11][CH:12]=[C:13](Br)[CH:14]=3)[O:9][CH:8]([C:17]3[CH:22]=[CH:21][CH:20]=[CH:19][CH:18]=3)[CH2:7]2)[N:6]=1.C([O-])([O-])=O.[Cs+].[Cs+].[C:37]([C:39]1[CH:40]=[C:41](B(O)O)[CH:42]=[CH:43][CH:44]=1)#[N:38]>O1CCOCC1>[NH2:1][C:2]1[N:3]([CH2:24][C:25]2[CH:30]=[CH:29][CH:28]=[CH:27][CH:26]=2)[C:4](=[O:23])[C@@:5]2([C:15]3[C:10](=[CH:11][CH:12]=[C:13]([C:43]4[CH:44]=[C:39]([CH:40]=[CH:41][CH:42]=4)[C:37]#[N:38])[CH:14]=3)[O:9][C@@H:8]([C:17]3[CH:22]=[CH:21][CH:20]=[CH:19][CH:18]=3)[CH2:7]2)[N:6]=1.[NH2:1][C:2]1[N:3]([CH2:24][C:25]2[CH:30]=[CH:29][CH:28]=[CH:27][CH:26]=2)[C:4](=[O:23])[C@@:5]2([C:15]3[C:10](=[CH:11][CH:12]=[C:13]([C:43]4[CH:44]=[C:39]([CH:40]=[CH:41][CH:42]=4)[C:37]#[N:38])[CH:14]=3)[O:9][C@H:8]([C:17]3[CH:22]=[CH:21][CH:20]=[CH:19][CH:18]=3)[CH2:7]2)[N:6]=1 |f:1.2.3|. Reported procedure: To a solution of 2′-amino-1′-benzyl-6-bromo-2-phenylspiro[chroman-4,4′-imidazol]-5′(1′H)-one (17.3 mg, 0.04 mmol) in 1,4-dioxane (1.5 mL) was added Cs2CO3 (excess), 3-cyanophenylboronic acid (excess), and catalytical amount of PdCl2dppf. After degassing, the resulting mixture was heated in a CEM microwave reactor at 130° C. for 30 min Solvent was removed in vacuo and the residue was purified by reverse phase HPLC to give 3-((2R,4R)-2′-amino-1′-benzyl-5′-oxo-2-phenyl-1′,5′-dihydrospiro[chroman-4,... Reactants: [N+](=O)([O-])C1=CC=C(COC(C(O)N2C([C@@H]([C@H]2SC(C)=O)OC)=O)=O)C=C1 (2-[(3S,4R)-4-acetylthio-3-methoxy-2-oxoazetidin-1-yl]-2-hydroxyacetic acid p-nitrobenzyl ester), S(=O)(Cl)Cl (thionyl chloride), poly-Hunig base. Run in O1CCOCC1 (dioxan), O1CCOCC1 (dioxan), O1CCOCC1 (dioxan). Reaction conditions: time 30 minute. Yields the product [N+](=O)([O-])C1=CC=C(COC(C(Cl)N2C([C@@H]([C@H]2SC(C)=O)OC)=O)=O)C=C1 (2-[(3S,4R)-4-acetylthio-3-methoxy-2-oxoazetidin-1-yl]-2-chloroacetic acid p-nitrobenzyl ester). As a reaction SMILES: [N+:1]([C:4]1[CH:26]=[CH:25][C:7]([CH2:8][O:9][C:10](=[O:24])[CH:11]([N:13]2[C@H:16]([S:17][C:18](=[O:20])[CH3:19])[C@@H:15]([O:21][CH3:22])[C:14]2=[O:23])O)=[CH:6][CH:5]=1)([O-:3])=[O:2].S(Cl)([Cl:29])=O>O1CCOCC1>[N+:1]([C:4]1[CH:26]=[CH:25][C:7]([CH2:8][O:9][C:10](=[O:24])[CH:11]([N:13]2[C@H:16]([S:17][C:18](=[O:20])[CH3:19])[C@@H:15]([O:21][CH3:22])[C:14]2=[O:23])[Cl:29])=[CH:6][CH:5]=1)([O-:3])=[O:2]. Reported procedure: A suspension of 2 g of poly-Hunig base in 8 ml of dioxan is stirred for 30 minutes at room temperature, 832 mg of 2-[(3S,4R)-4-acetylthio-3-methoxy-2-oxoazetidin-1-yl]-2-hydroxyacetic acid p-nitrobenzyl ester dissolved in 12 ml of dioxan are added and then slowly a solution of 0.54 ml of thionyl chloride in 10 ml of dioxan is added. The mixture is stirred for 2 hours at room temperature, the poly-Hunig base is filtered off and the filtrate is concentrated by evaporation in vacuo. The residue is ... Reactants: C1CCNC1, CO, CCOC(C)=O, O=C1CCN(C(=O)OCc2ccccc2)CC1, CC(=O)c1ccccc1O. Yields the product O=C1CC2(CCN(C(=O)OCc3ccccc3)CC2)Oc2ccccc21. As a reaction SMILES: [CH2:28]1[CH2:29][NH:30][CH2:31][CH2:32]1.[CH3:33][OH:34].[CH3:35][CH2:36][O:37][C:38](=[O:39])[CH3:40].[O:11]=[C:12]1[CH2:13][CH2:14][N:15]([C:18](=[O:19])[O:20][CH2:21][c:22]2[cH:23][cH:24][cH:25][cH:26][cH:27]2)[CH2:16][CH2:17]1.[OH:1][c:2]1[c:3]([C:8]([CH3:9])=[O:10])[cH:4][cH:5][cH:6][cH:7]1>>[O:1]1[c:2]2[c:3]([cH:4][cH:5][cH:6][cH:7]2)[C:8](=[O:10])[CH2:9][C:12]12[CH2:13][CH2:14][N:15]([C:18](=[O:19])[O:20][CH2:21][c:22]1[cH:23][cH:24][cH:25][cH:26][cH:27]1)[CH2:16][CH2:17]2. Starting materials: NC1=CC=C(C=C1)SC1=CC=C(C=C1)N (4-aminophenylsulfide), C1(=CC=CC=C1)C#CC=1C=C(C=O)C=CC1 (3-phenylethynylbenzaldehyde). Solvent: C(C)O (ethanol). The product is CCCCCCC.C1(=CC=CC=C1)C (heptane toluene). Isolated yield 93.8%. As a reaction SMILES: NC1C=CC(SC2C=CC(N)=CC=2)=CC=1.[C:16]1([C:22]#[C:23]C2C=C(C=CC=2)C=O)[CH:21]=[CH:20][CH:19]=[CH:18][CH:17]=1>C(O)C>[CH3:23][CH2:22][CH2:16][CH2:17][CH2:18][CH2:19][CH3:20].[C:16]1([CH3:22])[CH:21]=[CH:20][CH:19]=[CH:18][CH:17]=1 |f:3.4|. Procedure: Using a procedure similar to that described in Example 5, 3.4 g (0.016 mol) of 4-aminophenylsulfide was reacted with 6.6 g (0.032 mol) of 3-phenylethynylbenzaldehyde in 75 ml of ethanol. The product precipitates as a yellow solid which was recrystallized from heptane/toluene (8.9 g, 0.015 mol, 94% yield).